From a dataset of the Open Reaction Database (ORD), a public repository of structured organic reaction records. describe an organic reaction: reactants, conditions, products, and yield Reactants: C1CCOC1, CCN(C(C)C)C(C)C, O=C(OC(Cl)(Cl)Cl)OC(Cl)(Cl)Cl, OC1CCNC1. Product: O=C(Cl)N1CCC(O)C1. As a reaction SMILES: [CH2:28]1[O:29][CH2:30][CH2:31][CH2:32]1.[CH:7]([N:8]([CH2:9][CH3:10])[CH:11]([CH3:12])[CH3:13])([CH3:14])[CH3:15].[Cl:16][C:17]([Cl:18])([O:19][C:20](=[O:21])[O:22][C:23]([Cl:24])([Cl:25])[Cl:26])[Cl:27].[NH:1]1[CH2:2][CH:3]([OH:6])[CH2:4][CH2:5]1>>[N:1]1([C:17]([Cl:16])=[O:19])[CH2:2][CH:3]([OH:6])[CH2:4][CH2:5]1. Reactants: COCCOC (DME), FC1=C(C=CC=C1)B(O)O ((2-fluorophenyl)boronic acid), BrC1=CC=2N(C(N(C(C2S1)=O)C1CCN(CC1)C(=O)OC(C)(C)C)=O)CC1=NC(=NO1)CC (Tert-butyl 4-{6-bromo-1-[(3-ethyl-1,2,4-oxadiazol-5-yl)methyl]-2,4-dioxo-1,4-dihydrothieno[3,2-d]pyrimidin-3(2H)-yl}piperidine-1-carboxylate), FC1=C(C=CC=C1)B(O)O ((2-fluorophenyl)boronic acid), C([O-])([O-])=O.[Cs+].[Cs+] (cesium carbonate). Reagents/catalysts: C1CCC(CC1)P(C2CCCCC2)C3CCCCC3.C1CCC(CC1)P(C2CCCCC2)C3CCCCC3.Cl[Pd]Cl (dichlorobis(tricyclohexylphosphine)palladium), C1CCC(CC1)P(C2CCCCC2)C3CCCCC3.C1CCC(CC1)P(C2CCCCC2)C3CCCCC3.Cl[Pd]Cl (dichlorobis(tricyclohexylphosphine)palladium). The solvent is CCOC(=O)C (EtOAc), O (water). Conditions: time 20 minute. The product is C(C)C1=NOC(=N1)CN1C(N(C(C2=C1C=C(S2)C2=C(C=CC=C2)F)=O)C2CCN(CC2)C(=O)OC(C)(C)C)=O (tert-butyl 4-{1-[(3-ethyl-1,2,4-oxadiazol-5-yl)methyl]-6-(2-fluorophenyl)-2,4-dioxo-1,4-dihydrothieno[3,2-d]pyrimidin-3(2H)-yl}piperidine-1-carboxylate). Reaction SMILES: Br[C:2]1[S:10][C:9]2[C:8](=[O:11])[N:7]([CH:12]3[CH2:17][CH2:16][N:15]([C:18]([O:20][C:21]([CH3:24])([CH3:23])[CH3:22])=[O:19])[CH2:14][CH2:13]3)[C:6](=[O:25])[N:5]([CH2:26][C:27]3[O:31][N:30]=[C:29]([CH2:32][CH3:33])[N:28]=3)[C:4]=2[CH:3]=1.[F:34][C:35]1[CH:40]=[CH:39][CH:38]=[CH:37][C:36]=1B(O)O.C(=O)([O-])[O-].[Cs+].[Cs+].COCCOC>C1CCC(P(C2CCCCC2)C2CCCCC2)CC1.C1CCC(P(C2CCCCC2)C2CCCCC2)CC1.Cl[Pd]Cl.CCOC(C)=O.O>[CH2:32]([C:29]1[N:28]=[C:27]([CH2:26][N:5]2[C:4]3[CH:3]=[C:2]([C:36]4[CH:37]=[CH:38][CH:39]=[CH:40][C:35]=4[F:34])[S:10][C:9]=3[C:8](=[O:11])[N:7]([CH:12]3[CH2:13][CH2:14][N:15]([C:18]([O:20][C:21]([CH3:23])([CH3:24])[CH3:22])=[O:19])[CH2:16][CH2:17]3)[C:6]2=[O:25])[O:31][N:30]=1)[CH3:33] |f:2.3.4,6.7.8|. Reported procedure: Tert-butyl 4-{6-bromo-1-[(3-ethyl-1,2,4-oxadiazol-5-yl)methyl]-2,4-dioxo-1,4-dihydrothieno[3,2-d]pyrimidin-3(2H)-yl}piperidine-1-carboxylate (250 mg, compound B99), (2-fluorophenyl)boronic acid (65 mg), dichlorobis(tricyclohexylphosphine)palladium (17 mg) and aqueous cesium carbonate solution (0.35 ml, 2.0 M) are placed in a microwave tube and DME (8 ml) is added. The reaction vessel is sealed and the mixture is subjected to microwave irradiation at 150° C. with stirring for 20 min. The mixture ... Starting materials: N=1C=CC=2C=CC=CC2C1C=3C=CC=CC3OC. The reagents and catalysts are O1BOC(C)(C)C1(C)C, N=1C=CC=CC1C=NN(CC=2C=CC=CC2)CC=3C=CC=CC3, O1B(OC(C)(C)C1(C)C)B2OC(C)(C)C(O2)(C)C, C[OH2+].C[OH2+].C1CC=CCCC=C1.C1CC=CCCC=C1.[Ir].[Ir]. Run in O1CCCC1. Run at temperature 50 celsius, time 7 hour. The product is N=1C=CC=2C=CC=CC2C1C=3C(OC)=CC=CC3B4OC(C)(C)C(O4)(C)C. Isolated yield 88.0%. Procedure: Following the general procedure, precipitation from the reaction crude with hexane and trituration afforded 9i (159 mg, 88 %) as a pale solid. Starting materials: C1=CC=CC=2C3=CC=CC=C3C(C12)COC(=O)N1C[C@H](C[C@H](C1)NC(=O)OC(C)(C)C)C(=O)O ((3S*,5R*)-5-tert-butoxycarbonylamino-piperidine-1,3-dicarboxylic acid 1-(9H-fluoren-9-ylmethyl) ester), C(C1=CC=CC=C1)NCC(C(C)C)C1=CC=CC=C1 (benzyl-(3-methyl-2-phenyl-butyl)-amine), C(C)N(C(C)C)C(C)C (N-ethyldiisopropylamine), CCCP(=O)=O (propylphosphonic anhydride). Solvent: CC(=O)N(C)C (dimethylacetamide). Reaction conditions: time 7 hour. Yields the product C1=CC=CC=2C3=CC=CC=C3C(C12)COC(=O)N1C[C@H](C[C@H](C1)NC(=O)OC(C)(C)C)C(N(CC(C(C)C)C1=CC=CC=C1)CC1=CC=CC=C1)=O ((3S*,5R*)-3-[Benzyl-(3-methyl-2-phenyl-butyl)-carbamoyl]-5-tert-butoxycarbonylamino-piperidine-1-carboxylic acid 9H-fluoren-9-ylmethyl ester). Reaction SMILES: [CH:1]1[C:13]2[CH:12]([CH2:14][O:15][C:16]([N:18]3[CH2:23][C@H:22]([NH:24][C:25]([O:27][C:28]([CH3:31])([CH3:30])[CH3:29])=[O:26])[CH2:21][C@H:20]([C:32]([OH:34])=O)[CH2:19]3)=[O:17])[C:11]3[C:6](=[CH:7][CH:8]=[CH:9][CH:10]=3)[C:5]=2[CH:4]=[CH:3][CH:2]=1.[CH2:35]([NH:42][CH2:43][CH:44]([C:48]1[CH:53]=[CH:52][CH:51]=[CH:50][CH:49]=1)[CH:45]([CH3:47])[CH3:46])[C:36]1[CH:41]=[CH:40][CH:39]=[CH:38][CH:37]=1.C(N(C(C)C)C(C)C)C.CCCP(=O)=O>CC(N(C)C)=O>[CH:1]1[C:13]2[CH:12]([CH2:14][O:15][C:16]([N:18]3[CH2:23][C@H:22]([NH:24][C:25]([O:27][C:28]([CH3:30])([CH3:29])[CH3:31])=[O:26])[CH2:21][C@H:20]([C:32](=[O:34])[N:42]([CH2:35][C:36]4[CH:37]=[CH:38][CH:39]=[CH:40][CH:41]=4)[CH2:43][CH:44]([C:48]4[CH:49]=[CH:50][CH:51]=[CH:52][CH:53]=4)[CH:45]([CH3:47])[CH3:46])[CH2:19]3)=[O:17])[C:11]3[C:6](=[CH:7][CH:8]=[CH:9][CH:10]=3)[C:5]=2[CH:4]=[CH:3][CH:2]=1. Procedure details: To a stirred, ice-cooled mixture of (3S*,5R*)-5-tert-butoxycarbonylamino-piperidine-1,3-dicarboxylic acid 1-(9H-fluoren-9-ylmethyl) ester (466.5 mg, 1 mmol), benzyl-(3-methyl-2-phenyl-butyl)-amine (279 mg, 1.1 mmol) and N-ethyldiisopropylamine (1.37 mL, 8 mmol) in dimethylacetamide (6 mL), propylphosphonic anhydride solution (˜50% in DMF, 0.95 mL, ˜1.5 mmol) is added. The reaction mixture is stirred for 7 h at RT and evaporated in vacuo. The residue is dissolved in ethyl acetate and washed twice... Reactants: N1C2=C(C=C1C(=O)OCC)CCC2 (ethyl 1,4,5,6-tetrahydrocyclopenta[b]pyrrole-2-carboxylate), C1CCOC1.O (THF Water). Solvent: C1CCOC1 (THF). Run at time 1.5 hour. Product: O=C1CCC2=C1NC(=C2)C(=O)OCC (ethyl 6-oxo-1,4,5,6-tetrahydrocyclopenta[b]pyrrole-2-carboxylate), solid. Yield: 25.0%. Reaction SMILES: [NH:1]1[C:5]([C:6]([O:8][CH2:9][CH3:10])=[O:7])=[CH:4][C:3]2[CH2:11][CH2:12][CH2:13][C:2]1=2.C1C[O:17]CC1.O>C1COCC1>[O:17]=[C:13]1[C:2]2[NH:1][C:5]([C:6]([O:8][CH2:9][CH3:10])=[O:7])=[CH:4][C:3]=2[CH2:11][CH2:12]1 |f:1.2|. Procedure details: A solution of the ethyl 1,4,5,6-tetrahydrocyclopenta[b]pyrrole-2-carboxylate (1.0 g, 5.58 mmol) in THF/Water (10:1, 11 mL) at 0° C. was deoxygenated by passing a stream of dry nitrogen gas for 10 min. A solution of 2,3-dichloro-5,6-dicyano-1,4-benzochinone (DDQ) in THF (4 mL) was added dropwise over 5 min. After stirring for 1.5 h, the cooling bath was removed and stirring was continued at rt. Silica gel was added, the solvent stripped off and the silica gel-imbedded material was purified by fla...